Dataset: the Open Reaction Database (ORD), a public repository of structured organic reaction records. Task: describe an organic reaction: reactants, conditions, products, and yield Starting materials: C(CC)NC1C(OC2=CC=CC=C2C1)OC (3-(N-propylamino)-methoxychroman), BrCCCCN1C(C=2C(C1=O)=CC=CC2)=O (N-(4-bromobutyl)phthalimide), BrCCCNS(=O)(=O)C1=CC=C(C=C1)C (bromo-3-(4-toluenesulfonylamino)propane). Reaction conditions: time 72 hour. Product: COC1=C2CC(COC2=CC=C1)N(CCCNS(=O)(=O)C1=CC=C(C=C1)C)CCC (5-METHOXY-3-{N-PROPYL-N-[3-(4-TOLUENESULFONYLAMINO)PROPYL]AMINO}CHROMAN). The yield is 65.0%. As a reaction SMILES: [CH2:1]([NH:4][CH:5]1[CH2:14][C:13]2[C:8](=[CH:9][CH:10]=[CH:11][CH:12]=2)[O:7][CH:6]1OC)[CH2:2][CH3:3].BrCCCCN1[C:26](=[O:27])C2=CC=CC=C2C1=O.Br[CH2:34][CH2:35][CH2:36][NH:37][S:38]([C:41]1[CH:46]=[CH:45][C:44]([CH3:47])=[CH:43][CH:42]=1)(=[O:40])=[O:39]>>[CH3:26][O:27][C:12]1[CH:11]=[CH:10][CH:9]=[C:8]2[C:13]=1[CH2:14][CH:5]([N:4]([CH2:1][CH2:2][CH3:3])[CH2:34][CH2:35][CH2:36][NH:37][S:38]([C:41]1[CH:46]=[CH:45][C:44]([CH3:47])=[CH:43][CH:42]=1)(=[O:40])=[O:39])[CH2:6][O:7]2. Reported procedure: Using the procedure described in Example 1, but replacing 3-amino-5-methoxychroman by 3-(N-propylamino)-methoxychroman and N-(4-bromobutyl)phthalimide by -bromo-3-(4-toluenesulfonylamino)propane, and leaving stirring for 72 hours, the expected product is obtained. The reactants are C[O-].[Na+] (sodium methoxide), Cl.NO (hydroxylamine hydrochloride), BrC=1C=C2C(=CNC2=CC1)CC#N (5-Bromo-3-indolylacetonitrile). Solvent: O (water), CO (methanol), CO (methanol). Reaction conditions: time 8 hour. Yields the product ON=C(CC1=CNC2=CC=C(C=C12)Br)N (N'-Hydroxy-(5-bromo-1H-3-indolyl)ethanimidamide). The yield is 36.2%. Reaction SMILES: C[O-].[Na+].Cl.[NH2:5][OH:6].[Br:7][C:8]1[CH:9]=[C:10]2[C:14](=[CH:15][CH:16]=1)[NH:13][CH:12]=[C:11]2[CH2:17][C:18]#[N:19]>CO.O>[OH:6][N:5]=[C:18]([NH2:19])[CH2:17][C:11]1[C:10]2[C:14](=[CH:15][CH:16]=[C:8]([Br:7])[CH:9]=2)[NH:13][CH:12]=1 |f:0.1,2.3|. Procedure details: To a solution of sodium methoxide (16.92 mL, 0.074 mol, 25 wt %/methanol) in methanol (120 mL) was added powdered hydroxylamine hydrochloride (5.66 g, 0.0814 mol). The mixture was heated at reflux for 1 hour. 5-Bromo-3-indolylacetonitrile (8.8 g, 0.37 mol) was added and refluxing was continued overnight. Refluxing was continued for a further 3 hours. The reaction was cooled to room temperature and concentrated under reduced pressure to obtain a pale yellow solid. The solid was suspended in water... Starting materials: OCC1=CC=C(OCC(=O)OC)C=C1 (methyl 2-(4-hydroxymethylphenoxy)acetate), C(C)(C)(C)[Si](Cl)(C)C (tert-butyldimethylchlorosilane). Reagents/catalysts: CN(C1=CC=NC=C1)C (4-dimethylaminopyridine). Solvent: C(Cl)Cl (CH2Cl2). Run at time 5 hour. Yields the product [Si](C)(C)(C(C)(C)C)OCC1=CC=C(OCC(=O)OC)C=C1 (methyl 2-(4-tert-butyldimethylsilyloxymethylphenoxy)acetate). Yield: 99.5%. As a reaction SMILES: [OH:1][CH2:2][C:3]1[CH:14]=[CH:13][C:6]([O:7][CH2:8][C:9]([O:11][CH3:12])=[O:10])=[CH:5][CH:4]=1.[C:15]([Si:19]([CH3:22])([CH3:21])Cl)([CH3:18])([CH3:17])[CH3:16]>C(Cl)Cl.CN(C)C1C=CN=CC=1>[Si:19]([O:1][CH2:2][C:3]1[CH:14]=[CH:13][C:6]([O:7][CH2:8][C:9]([O:11][CH3:12])=[O:10])=[CH:5][CH:4]=1)([C:15]([CH3:18])([CH3:17])[CH3:16])([CH3:22])[CH3:21]. Reported procedure: To a solution of 4.00 g (20.4 mmol) of the product of Step A dissolved in 30 mL of CH2Cl2 was added 5.00 g (40.8 mmol) of 4-dimethylaminopyridine and 3.69 g (24.5 mmol) of tert-butyldimethylchlorosilane and the mixture was stirred under N2 for 5 hours. The reaction mixture was then filtered and the filtrate was diluted with ethyl acetate. The solution was washed with water, 1N HCl, saturated NaHCO3, dried (MgSO4), filtered and evaporated. Drying in vacuo afforded 6.30 g (99%) of the title compou... The reactants are C(C)OC(C(N=C(C1=CC=CC=C1)C1=CC=CC=C1)CC1=CC(=C(C(=C1)F)F)F)=O (N-(Diphenylmethylene) (3,4,5-trifluoro)-D,L-Phenylalanine ethyl ester), Cl (hydrochloric acid). The solvent is O (water). Product: Cl.FC=1C=C(CC(N)C(=O)O)C=C(C1F)F ((3,4,5-trifluoro)-D,L-Phenylalanine hydrochloride). Reaction SMILES: C([O:3][C:4](=[O:30])[CH:5]([CH2:20][C:21]1[CH:26]=[C:25]([F:27])[C:24]([F:28])=[C:23]([F:29])[CH:22]=1)[N:6]=C(C1C=CC=CC=1)C1C=CC=CC=1)C.[ClH:31]>O>[ClH:31].[F:27][C:25]1[CH:26]=[C:21]([CH:22]=[C:23]([F:29])[C:24]=1[F:28])[CH2:20][CH:5]([C:4]([OH:30])=[O:3])[NH2:6] |f:3.4|. Procedure details: N-(Diphenylmethylene) (3,4,5-trifluoro)-D,L-Phenylalanine ethyl ester (1.33 g, 3.2 mmol) was suspended in water (15 mL) at 25° C. and treated with conc. hydrochloric acid (5 mL). The mixture was heated at reflux for 4 hrs and evaporated to dryness. The residue was triturated with diethyl ether (4×20 mL). The solid was filtered and dried to afford title compound (0.72 g) Reactants: Cc1ccc(S(=O)(=O)OCC2CCc3ccc(Cl)c(-c4ccccc4Cl)c3O2)cc1, CS(C)=O, [N-]=[N+]=[N-], [Na+]. Yields the product [N-]=[N+]=NCC1CCc2ccc(Cl)c(-c3ccccc3Cl)c2O1. Reaction SMILES: [CH3:1][c:2]1[cH:3][cH:4][c:5]([S:6]([O:7][CH2:12][CH:13]2[O:14][c:15]3[c:16](-[c:24]4[c:25]([Cl:30])[cH:26][cH:27][cH:28][cH:29]4)[c:17]([Cl:23])[cH:18][cH:19][c:20]3[CH2:21][CH2:22]2)(=[O:8])=[O:9])[cH:10][cH:11]1.[CH3:35][S:36]([CH3:37])=[O:38].[N-:32]=[N+:33]=[N-:34].[Na+:31]>>[CH2:12]([CH:13]1[O:14][c:15]2[c:16](-[c:24]3[c:25]([Cl:30])[cH:26][cH:27][cH:28][cH:29]3)[c:17]([Cl:23])[cH:18][cH:19][c:20]2[CH2:21][CH2:22]1)[N:32]=[N+:33]=[N-:34]. The reactants are C(C)N(C(OC1=CC=C(C=C1)CC1=CC=CC=C1)=O)CC (4-(phenylmethyl)phenyl diethylcarbamate), CON(C(CCCCOC1=CC=CC=C1)=O)C (N-methoxy-N-methyl-5-phenoxypentanamide). Yields the product C(C)N(C(OC1=C(C=C(C=C1)CC1=CC=CC=C1)C(CCCCOC1=CC=CC=C1)=O)=O)CC (2-(1-Oxo-5-phenoxypentyl)-4-(phenylmethyl)phenyl diethylcarbamate). RXN SMILES: [CH2:1]([N:3]([CH2:20][CH3:21])[C:4](=[O:19])[O:5][C:6]1[CH:11]=[CH:10][C:9]([CH2:12][C:13]2[CH:18]=[CH:17][CH:16]=[CH:15][CH:14]=2)=[CH:8][CH:7]=1)[CH3:2].CON(C)[C:25](=[O:37])[CH2:26][CH2:27][CH2:28][CH2:29][O:30][C:31]1[CH:36]=[CH:35][CH:34]=[CH:33][CH:32]=1>>[CH2:20]([N:3]([CH2:1][CH3:2])[C:4](=[O:19])[O:5][C:6]1[CH:11]=[CH:10][C:9]([CH2:12][C:13]2[CH:18]=[CH:17][CH:16]=[CH:15][CH:14]=2)=[CH:8][C:7]=1[C:25](=[O:37])[CH2:26][CH2:27][CH2:28][CH2:29][O:30][C:31]1[CH:36]=[CH:35][CH:34]=[CH:33][CH:32]=1)[CH3:21]. Procedure details: The title compound was prepared from 4-(phenylmethyl)phenyl diethylcarbamate and N-methoxy-N-methyl-5-phenoxypentanamide following the same procedure used in Example F. NMR (CDCl3) δ1.18 (t, 3H), 1.26 (t, 3H), 1.83 (m, 4H), 2.92 (t, 2H), 3.35 (q, 2H), 3.45 (q, 2H) 3.99 (m, 4H), 6.86-7.31 (m, 12H), 7.49 (d, 1H). Starting materials: CS(=O)(=O)c1ccc(-n2ccc(OCc3ccccc3)cc2=O)c(F)c1, C1CCOC1, CO, ClCCl, [H][H]. The product is CS(=O)(=O)c1ccc(-n2ccc(O)cc2=O)c(F)c1. As a reaction SMILES: [CH2:1]([c:2]1[cH:3][cH:4][cH:5][cH:6][cH:7]1)[O:8][c:9]1[cH:10][c:11](=[O:26])[n:12](-[c:15]2[c:16]([F:25])[cH:17][c:18]([S:21](=[O:22])(=[O:23])[CH3:24])[cH:19][cH:20]2)[cH:13][cH:14]1.[CH2:34]1[O:35][CH2:36][CH2:37][CH2:38]1.[CH3:32][OH:33].[Cl:29][CH2:30][Cl:31].[H:27][H:28]>>[OH:8][c:9]1[cH:10][c:11](=[O:26])[n:12](-[c:15]2[c:16]([F:25])[cH:17][c:18]([S:21](=[O:22])(=[O:23])[CH3:24])[cH:19][cH:20]2)[cH:13][cH:14]1. The reactants are C(#N)C1=CC=C(C=C1)C1=CC=C(C=C1)O (4'-cyano-4-hydroxy-biphenyl), N1=CC=CC=C1 (pyridine), C(CC)OC(=O)Cl (chloroformic acid n-propyl ester). Solvent: C1=CC=CC=C1 (benzene). Product: C(OC1=CC=C(C=C1)C1=CC=C(C=C1)C#N)(OCCC)=O (4'-cyano-4-biphenylyl n-propyl carbonate). As a reaction SMILES: [C:1]([C:3]1[CH:8]=[CH:7][C:6]([C:9]2[CH:14]=[CH:13][C:12]([OH:15])=[CH:11][CH:10]=2)=[CH:5][CH:4]=1)#[N:2].N1C=CC=CC=1.[CH2:22]([O:25][C:26](Cl)=[O:27])[CH2:23][CH3:24]>C1C=CC=CC=1>[C:26](=[O:27])([O:25][CH2:22][CH2:23][CH3:24])[O:15][C:12]1[CH:13]=[CH:14][C:9]([C:6]2[CH:5]=[CH:4][C:3]([C:1]#[N:2])=[CH:8][CH:7]=2)=[CH:10][CH:11]=1. Procedure: 0.390 G. of 4'-cyano-4-hydroxy-biphenyl are dissolved in 4.0 ml. of absolute pyridine and reacted with 0.293 g. of chloroformic acid n-propyl ester as in Example 1. The 0.546 g. of brownish crystals obtained according to the procedure described in Example 1 are dissolved in benzene and chromatographed on 40 g. of silica gel. Benzene elutes 0.528 g. of yellowish crystals which are recrystallized from ether-hexane up to constant melting point and clearing point. The pure 4'-cyano-4-biphenylyl n-pr...